This data is from the Open Reaction Database (ORD), a public repository of structured organic reaction records. The task is: describe an organic reaction: reactants, conditions, products, and yield Yields the product ( I ), C(CCC)OC(=O)N1CCN(CC1)C([C@H](CCC(=O)O)NC(=O)C=1N=C(SC1CCC(=O)O)C1=CC=CC=C1)=O (4-((S)-4-Carboxy-2-{[5-(2-carboxy-ethyl)-2-phenyl-thiazole-4-carbonyl]-amino}-butyryl)-piperazine-1-carboxylic acid butyl ester). Reactants: C(CCC)OC(=O)N1CCN(CC1)C([C@H](CCC(=O)O)NC(=O)C=1N=C(SC1\C=C\C(=O)O)C1=CC=CC=C1)=O (4-((S)-4-Carboxy-2-{[5-((E)-2-carboxy-vinyl)-2-phenyl-thiazole-4-carbonyl]-amino}-butyryl)-piperazine-1-carboxylic acid butyl ester). As a reaction SMILES: [CH2:1]([O:5][C:6]([N:8]1[CH2:13][CH2:12][N:11]([C:14](=[O:40])[C@@H:15]([NH:21][C:22]([C:24]2[N:25]=[C:26]([C:34]3[CH:39]=[CH:38][CH:37]=[CH:36][CH:35]=3)[S:27][C:28]=2/[CH:29]=[CH:30]/[C:31]([OH:33])=[O:32])=[O:23])[CH2:16][CH2:17][C:18]([OH:20])=[O:19])[CH2:10][CH2:9]1)=[O:7])[CH2:2][CH2:3][CH3:4]>CO.[Pd]>[CH2:1]([O:5][C:6]([N:8]1[CH2:13][CH2:12][N:11]([C:14](=[O:40])[C@@H:15]([NH:21][C:22]([C:24]2[N:25]=[C:26]([C:34]3[CH:39]=[CH:38][CH:37]=[CH:36][CH:35]=3)[S:27][C:28]=2[CH2:29][CH2:30][C:31]([OH:33])=[O:32])=[O:23])[CH2:16][CH2:17][C:18]([OH:20])=[O:19])[CH2:10][CH2:9]1)=[O:7])[CH2:2][CH2:3][CH3:4]. Isolated yield 33.8%. Reported procedure: A suspension of Example 19 (53 mg) and Pd/C (10%, 62 mg) in MeOH (2 mL) was stirred at RT under H2 atmosphere until reaction completion. The reaction mixture was filtrated over celite and the filtrate evaporated to dryness. Preparative HPLC (I) gave 18 mg of the desired product as yellow foam. Reagents/catalysts: [Pd] (Pd/C). Solvent: CO (MeOH). Reactants: COCCOC (1,2-Dimethoxyethane), BrCC1=CC(=NO1)C(=O)OCC (ethyl 5-(bromomethyl)isoxazole-3-carboxylate), FC1=C(C=C(C=C1)F)B(O)O (2,5-difluorophenylboronic acid), C([O-])([O-])=O.[Na+].[Na+] (sodium carbonate). The reagents and catalysts are C=1C=CC(=CC1)[P](C=2C=CC=CC2)(C=3C=CC=CC3)[Pd]([P](C=4C=CC=CC4)(C=5C=CC=CC5)C=6C=CC=CC6)([P](C=7C=CC=CC7)(C=8C=CC=CC8)C=9C=CC=CC9)[P](C=1C=CC=CC1)(C=1C=CC=CC1)C=1C=CC=CC1 (tetrakis(triphenylphosphine)palladium(0)). Solvent: O (water). Product: FC1=C(CC2=CC(=NO2)C(=O)OCC)C=C(C=C1)F (ethyl 5-(2,5-difluorobenzyl)isoxazole-3-carboxylate). The yield is 58.7%. As a reaction SMILES: COCCOC.Br[CH2:8][C:9]1[O:13][N:12]=[C:11]([C:14]([O:16][CH2:17][CH3:18])=[O:15])[CH:10]=1.[F:19][C:20]1[CH:25]=[CH:24][C:23]([F:26])=[CH:22][C:21]=1B(O)O.C(=O)([O-])[O-].[Na+].[Na+]>C1C=CC([P]([Pd]([P](C2C=CC=CC=2)(C2C=CC=CC=2)C2C=CC=CC=2)([P](C2C=CC=CC=2)(C2C=CC=CC=2)C2C=CC=CC=2)[P](C2C=CC=CC=2)(C2C=CC=CC=2)C2C=CC=CC=2)(C2C=CC=CC=2)C2C=CC=CC=2)=CC=1.O>[F:19][C:20]1[CH:25]=[CH:24][C:23]([F:26])=[CH:22][C:21]=1[CH2:8][C:9]1[O:13][N:12]=[C:11]([C:14]([O:16][CH2:17][CH3:18])=[O:15])[CH:10]=1 |f:3.4.5,^1:39,41,60,79|. Procedure details: 1,2-Dimethoxyethane (8 mL) and water (2 mL) were added to the mixture of ethyl 5-(bromomethyl)isoxazole-3-carboxylate (1.00 g; 4.27 mmol), 2,5-difluorophenylboronic acid (0.773 g; 4.70 mmol), tetrakis(triphenylphosphine)palladium(0) (0.248 g; 0.640 mmol) and sodium carbonate (0.911 g; 8.55 mmol). The mixture was irradiated in a microwave oven at 130° C. for 20 minutes. After cooling, the reaction mixture was extracted with ethyl acetate and water. The organic layer was concentrated under reduced... Reactants: CC1(C2=C(C(=CC=C2)P(C3=CC=CC=C3)C4=CC=CC=C4)OC5=C(C=CC=C51)P(C6=CC=CC=C6)C7=CC=CC=C7)C (Xantphos), Cl (HCl), ClC1=NC(=CC(=C1)C(F)(F)F)C1=C(C=CC=C1)Cl (2-chloro-6-(2-chlorophenyl)-4-(trifluoromethyl)pyridine), FC=1C=C2C(=NC1)N(N=C2N)COCC[Si](C)(C)C (5-fluoro-1-((2-(trimethylsilyl)ethoxy)methyl)-1H-pyrazolo[3,4-b]pyridin-3-amine), C([O-])([O-])=O.[K+].[K+] (potassium carbonate). Reagents/catalysts: CC(=O)[O-].CC(=O)[O-].[Pd+2] (Pd(OAc)2). Run in O1CCOCC1 (dioxane), C1CCOC1 (THF), CCOC(=O)C (EtOAc), O1CCOCC1 (dioxane), O1CCOCC1 (dioxane). Run at time 3 minute. Yields the product ClC1=C(C=CC=C1)C1=CC(=CC(=N1)NC1=NNC2=NC=C(C=C21)F)C(F)(F)F (N-(6-(2-chlorophenyl)-4-(trifluoromethyl)pyridin-2-yl)-5-fluoro-1H-pyrazolo[3,4-b]pyridin-3-amine). The yield is 11.3%. As a reaction SMILES: CC1(C)C2C(=C(P(C3C=CC=CC=3)C3C=CC=CC=3)C=CC=2)OC2C(P(C3C=CC=CC=3)C3C=CC=CC=3)=CC=CC1=2.Cl[C:44]1[CH:49]=[C:48]([C:50]([F:53])([F:52])[F:51])[CH:47]=[C:46]([C:54]2[CH:59]=[CH:58][CH:57]=[CH:56][C:55]=2[Cl:60])[N:45]=1.[F:61][C:62]1[CH:63]=[C:64]2[C:70]([NH2:71])=[N:69][N:68](COCC[Si](C)(C)C)[C:65]2=[N:66][CH:67]=1.C(=O)([O-])[O-].[K+].[K+].Cl>O1CCOCC1.C1COCC1.CC([O-])=O.CC([O-])=O.[Pd+2].CCOC(C)=O>[Cl:60][C:55]1[CH:56]=[CH:57][CH:58]=[CH:59][C:54]=1[C:46]1[N:45]=[C:44]([NH:71][C:70]2[C:64]3[C:65](=[N:66][CH:67]=[C:62]([F:61])[CH:63]=3)[NH:68][N:69]=2)[CH:49]=[C:48]([C:50]([F:53])([F:52])[F:51])[CH:47]=1 |f:3.4.5,9.10.11|. Procedure: Xantphos (37.7 mg, 0.065 mmol) was added to Pd(OAc)2 (7.3 mg, 0.033 mmol) in dioxane (2 mL). After 3 min, this solution was added (with the aid of 1 mL dioxane) to a mixture of 2-chloro-6-(2-chlorophenyl)-4-(trifluoromethyl)pyridine (85.4 mg, 0.359 mmol), 5-fluoro-1-((2-(trimethylsilyl)ethoxy)methyl)-1H-pyrazolo[3,4-b]pyridin-3-amine (92 mg, 0.326 mmol) and potassium carbonate (225 mg, 1.63 mmol) in dioxane (15 mL) under nitrogen. The reaction mixture was heated and stirred at reflux for 80 min.... Reactants: COC1=C(C=CC=C1)OCC(F)(F)F (1-methoxy-2-(2,2,2-trifluoroethoxy)benzene), B(Br)(Br)Br (boron tribromide), C([O-])(O)=O.[Na+] (sodium bicarbonate). The solvent is C(Cl)Cl (methylene chloride). Product: FC(COC1=C(C=CC=C1)O)(F)F (2-(2,2,2-trifluoroethoxy)phenol). Isolated yield 66.4%. Reaction SMILES: C[O:2][C:3]1[CH:8]=[CH:7][CH:6]=[CH:5][C:4]=1[O:9][CH2:10][C:11]([F:14])([F:13])[F:12].B(Br)(Br)Br.C(=O)(O)[O-].[Na+]>C(Cl)Cl>[F:12][C:11]([F:13])([F:14])[CH2:10][O:9][C:4]1[CH:5]=[CH:6][CH:7]=[CH:8][C:3]=1[OH:2] |f:2.3|. Procedure details: To a solution of 1-methoxy-2-(2,2,2-trifluoroethoxy)benzene (3.83 g) in dry methylene chloride (50 ml) was added boron tribromide (3.1 ml) with stirring under ice cooling, and the mixture was reacted for 30 minutes. The reaction mixture was poured into an aqueous sodium bicarbonate solution (500 ml), and the mixture was extracted with diethyl ether. The extract was washed with water, dried over anhydrous magnesium sulfate. The solvent was evaporated under reduced pressure, and the residue was pu...